From a dataset of the Open Reaction Database (ORD), a public repository of structured organic reaction records. describe an organic reaction: reactants, conditions, products, and yield The reactants are [Al+3], C1CCOC1, CC1(C)CC(=O)Nc2ccc(Br)cc21, [H-], [H-], [H-], [H-], [Li+]. The product is CC1(C)CCNc2ccc(Br)cc21. RXN SMILES: [Al+3:2].[CH2:21]1[O:22][CH2:23][CH2:24][CH2:25]1.[CH3:7][C:8]1([CH3:20])[CH2:9][C:10](=[O:19])[NH:11][c:12]2[cH:13][cH:14][c:15]([Br:18])[cH:16][c:17]21.[H-:1].[H-:4].[H-:5].[H-:6].[Li+:3]>>[CH3:7][C:8]1([CH3:20])[CH2:9][CH2:10][NH:11][c:12]2[cH:13][cH:14][c:15]([Br:18])[cH:16][c:17]21. The reactants are C(C)(=O)[O-].[Na+] (sodiumacetate), S(=O)(=O)(O)O.CSC(N)=N (S-methylisothiourea sulfate), C(C)OC(C(=CN(C)C)C(C1=C(C=CC=C1)Br)=O)=O (2-(2-bromo-benzoyl)-3-dimethylamino-acrylic acid ethyl ester). Run in CN(C=O)C (N,N-dimethylformamide), CN(C=O)C (N,N-dimethylformamide). Conditions: time 16 hour. Product: C(C)OC(=O)C=1C(=NC(=NC1)SC)C1=C(C=CC=C1)Br (4-(2-bromo-phenyl)-2-methylsulfanyl-pyrimidine-5-carboxylic acid ethyl ester). The yield is 69.6%. RXN SMILES: C([O-])(=O)C.[Na+].S(O)(O)(=O)=O.[CH3:11][S:12][C:13](=[NH:15])[NH2:14].[CH2:16]([O:18][C:19](=[O:34])[C:20]([C:25](=O)[C:26]1[CH:31]=[CH:30][CH:29]=[CH:28][C:27]=1[Br:32])=[CH:21]N(C)C)[CH3:17]>CN(C)C=O>[CH2:16]([O:18][C:19]([C:20]1[C:25]([C:26]2[CH:31]=[CH:30][CH:29]=[CH:28][C:27]=2[Br:32])=[N:15][C:13]([S:12][CH3:11])=[N:14][CH:21]=1)=[O:34])[CH3:17] |f:0.1,2.3|. Reported procedure: To a suspension of 3.81 g (46.54 mmol) sodiumacetate and 6.47 g (23.27 mmol) S-methylisothiourea sulfate in 100 ml N,N-dimethylformamide a solution of 6.90 g (21.15 mmol) 2-(2-bromo-benzoyl)-3-dimethylamino-acrylic acid ethyl ester in 20 ml N,N-dimethylformamide was added at once and the resulting reaction mixture was stirred for 16 hrs. at 90°. The solvent was evaporated and the residue distributed between 100 ml CH2Cl2 and 100 ml H2O. The aqueous phase was extracted twice with 100 ml CH2Cl2. T...